From a dataset of the Open Reaction Database (ORD), a public repository of structured organic reaction records. describe an organic reaction: reactants, conditions, products, and yield Product: N#CC1CCc2c(C(=O)O)cccc21. RXN SMILES: [CH3:1][N:2]([CH:3]=[O:4])[CH3:5].[Cl:6][CH:7]1[CH2:8][CH2:9][c:10]2[c:11]([C:16](=[O:17])[OH:18])[cH:12][cH:13][cH:14][c:15]21.[ClH:22].[Na:19][C:20]#[N:21].[OH2:23]>>[N:2]#[C:5][CH:7]1[CH2:8][CH2:9][c:10]2[c:11]([C:16](=[O:17])[OH:18])[cH:12][cH:13][cH:14][c:15]21. The reactants are CN(C)C=O, O=C(O)c1cccc2c1CCC2Cl, Cl, N#C[Na], O. The reactants are CC1=CC2=C(N(C3=C(C=4N2C(NN4)=O)C=CC=N3)C(CN3CCN(CC3)CCO)=O)C=C1C (6,7-dimethyl-9-[[4-(2-hydroxyethyl)piperazino]acetyl]-3H-pyrido[3,2-c]-s-triazolo[4,3-a][1,5]benzodiazepin-3-one), CN(C=O)C (dimethylformamide), [H-].[Na+] (sodium hydride), CN(CCCCl)C ([3-(dimethylamino)propyl]-chloride). Run in C=1(C(=CC=CC1)C)C (xylene). Run at time 22 hour. Product: N1=CC(C=NC2=C1C=CC=C2)=O ([1,5]benzodiazepin-3-one). Reaction SMILES: C[C:2]1[C:32](C)=[CH:31][C:5]2[N:6](C(=O)CN3CCN(CCO)CC3)[C:7]3N=CC=C[C:8]=3[C:9]3[N:10](C(=O)NN=3)[C:4]=2[CH:3]=1.[H-].[Na+].CN(C)CCCCl.CN(C)C=[O:46]>C1(C)C(C)=CC=CC=1>[N:10]1[C:4]2[CH:3]=[CH:2][CH:32]=[CH:31][C:5]=2[N:6]=[CH:7][C:8](=[O:46])[CH:9]=1 |f:1.2|. Procedure: In the manner given in Example 25, to 6,7-dimethyl-9-[[4-(2-hydroxyethyl)piperazino]acetyl]-3H-pyrido[3,2-c]-s-triazolo[4,3-a][1,5]benzodiazepin-3-one in dimethylformamide is added a solution of sodium hydride in mineral oil. The mixture is allowed to react at about 95° C. for 40 minutes and after cooling [3-(dimethylamino)propyl]-chloride in xylene is added. The mixture is kept at 95°-100° C. for a period of 22 hours, evaporated and worked up as in example 25 to give 6,7-dimethyl-2,9-dihydro-2-... Reactants: COC1=C(N)C(=CC=C1)C (2-methoxy-6-methylaniline), FC1=C(C(=C(C=2C(C3=CC=CC=C3C(C12)=O)=O)F)F)F (1,2,3,4-Tetrafluoroanthraquinone), COC1=C(N)C(=CC=C1)C (2-methoxy-6-methylaniline). Reaction conditions: time 4 hour. Yields the product COC1=C(NC2=C(C=3C(C4=CC=CC=C4C(C3C(=C2F)F)=O)=O)F)C(=CC=C1)C (2-(2-methoxy-6-methylanilino)-1,3,4-trifluoroanthraquinone), COC1=C(NC2=C(C=3C(C4=CC=CC=C4C(C3C(=C2NC2=C(C=CC=C2C)OC)F)=O)=O)F)C(=CC=C1)C (2,3-bis(2-methoxy-6-methylanilino)-1,4-difluoroanthraquinone). As a reaction SMILES: [F:1][C:2]1[C:15]2[C:14](=[O:16])[C:13]3[C:8](=[CH:9][CH:10]=[CH:11][CH:12]=3)[C:7](=[O:17])[C:6]=2[C:5]([F:18])=[C:4](F)[C:3]=1[F:20].[CH3:21][O:22][C:23]1[CH:29]=[CH:28][CH:27]=[C:26]([CH3:30])[C:24]=1[NH2:25]>>[CH3:21][O:22][C:23]1[CH:29]=[CH:28][CH:27]=[C:26]([CH3:30])[C:24]=1[NH:25][C:4]1[C:3]([F:20])=[C:2]([F:1])[C:15]2[C:14](=[O:16])[C:13]3[C:8](=[CH:9][CH:10]=[CH:11][CH:12]=3)[C:7](=[O:17])[C:6]=2[C:5]=1[F:18].[CH3:21][O:22][C:23]1[CH:29]=[CH:28][CH:27]=[C:26]([CH3:30])[C:24]=1[NH:25][C:4]1[C:3]([NH:25][C:24]2[C:26]([CH3:30])=[CH:27][CH:28]=[CH:29][C:23]=2[O:22][CH3:21])=[C:2]([F:1])[C:15]2[C:14](=[O:16])[C:13]3[C:8](=[CH:9][CH:10]=[CH:11][CH:12]=3)[C:7](=[O:17])[C:6]=2[C:5]=1[F:18]. Procedure: 2 g of 1,2,3,4-Tetrafluoroanthraquinone and 25 g of 2-methoxy-6-methylaniline were charged in a 5 cc, four necked flask and then the reaction was carried out at 80° C. for about 4 hours. After completion of reaction, 2-methoxy-6-methylaniline was distilled out from the reaction solution, and a column purification using a column with a silica gel was effected to give rise to 1.04 g of 2-(2-methoxy-6-methylanilino)-1,3,4-trifluoroanthraquinone (Dye 7') (yield 36.7 mol %) and 1.05 g of 2,3-bis(2-me... Conditions: temperature 22.5 celsius, time 4 hour. Yield: 52.4%. Procedure: Methyl 4-carboxymethyl-2-methoxybenzoate 10c (12.7 g, 0.0567 mol) was dissolved in glacial AcOH (100 mL) and bromine (3.2 mL, 0.0624 mol, 1.1 eq) was added drop wise via a syringe, while maintaining the internal temperature between 20-25° C. After stirring for 4 h at RT, the AcOH was evaporated and the orange oil co-evaporated twice with toluene to give an orange solid. This material was triturated with CH2Cl2 and some of the precipitated product was removed by filtration. The rest of the produc... Yields the product BrC=1C(=CC(=C(C(=O)OC)C1)OC)CC(=O)O (methyl 5-bromo-4-carboxymethyl-2-methoxybenzoate). The reactants are CCCCCC (hexane), BrBr (bromine), C(=O)(O)CC1=CC(=C(C(=O)OC)C=C1)OC (methyl 4-carboxymethyl-2-methoxybenzoate). As a reaction SMILES: [C:1]([CH2:4][C:5]1[CH:14]=[CH:13][C:8]([C:9]([O:11][CH3:12])=[O:10])=[C:7]([O:15][CH3:16])[CH:6]=1)([OH:3])=[O:2].[Br:17]Br.CCCCCC>CC(O)=O>[Br:17][C:14]1[C:5]([CH2:4][C:1]([OH:3])=[O:2])=[CH:6][C:7]([O:15][CH3:16])=[C:8]([CH:13]=1)[C:9]([O:11][CH3:12])=[O:10]. Solvent: CC(=O)O (AcOH). Reactants: C(C1=CC=CC=C1)N1CCC(CC1)C(=O)NCCC=1SC=CC1 (1-Benzyl-N-[2-(2-thienyl)ethyl]-4-piperidinecarboxamide), O=P(Cl)(Cl)Cl (POCl3), [OH-].[Na+] (sodium hydroxide). The solvent is C1(=CC=CC=C1)C (toluene). Conditions: time 4 hour. Yields the product C(C1=CC=CC=C1)N1CCC(CC1)C1=NCCC2=C1C=CS2 (4-(1-Benyl-4-piperidinyl)-6,7-dihydro-thieno[3,2-c]pyridine). As a reaction SMILES: [CH2:1]([N:8]1[CH2:13][CH2:12][CH:11]([C:14]([NH:16][CH2:17][CH2:18][C:19]2[S:20][CH:21]=[CH:22][CH:23]=2)=O)[CH2:10][CH2:9]1)[C:2]1[CH:7]=[CH:6][CH:5]=[CH:4][CH:3]=1.O=P(Cl)(Cl)Cl.[OH-].[Na+]>C1(C)C=CC=CC=1>[CH2:1]([N:8]1[CH2:13][CH2:12][CH:11]([C:14]2[C:23]3[CH:22]=[CH:21][S:20][C:19]=3[CH2:18][CH2:17][N:16]=2)[CH2:10][CH2:9]1)[C:2]1[CH:7]=[CH:6][CH:5]=[CH:4][CH:3]=1 |f:2.3|. Procedure: A solution of 2 g of the product obtained in Step C in 8 ml of toluene, and 12 mmol of POCl3, are heated at reflux. After 4 hours, the reaction mixture is poured onto ice, rendered basic by the addition of a 20% sodium hydroxide solution and then extracted with dichloromethane. The organic phase is dried and filtered and then evaporated, enabling the expected product to be isolated. Starting materials: CN(C1=C(C=CC(=C1)OC1=C(C=C(C=C1)C(F)(F)F)Cl)[N+](=O)[O-])O (N-methyl-N[2-nitro-5-(2-chloro-4-trifluoromethylphenoxy)phenyl]hydroxyamine), C(=O)([O-])[O-].[K+].[K+] (K2CO3), BrCC(C(C)(C)C)=O (1-bromo-3,3-dimethylbutan-2-one). Solvent: CC(=O)C (acetone). Product: CN(C1=C(C=CC(=C1)OC1=C(C=C(C=C1)C(F)(F)F)Cl)[N+](=O)[O-])OCC(=O)C(C)(C)C (N-methyl-N-[2-nitro-5-(2-chloro-4-trifluoromethylphenoxy)phenyl]t-butylcarbonylmethoxyamine). Reaction SMILES: [CH3:1][N:2]([OH:24])[C:3]1[CH:8]=[C:7]([O:9][C:10]2[CH:15]=[CH:14][C:13]([C:16]([F:19])([F:18])[F:17])=[CH:12][C:11]=2[Cl:20])[CH:6]=[CH:5][C:4]=1[N+:21]([O-:23])=[O:22].C([O-])([O-])=O.[K+].[K+].Br[CH2:32][C:33](=[O:38])[C:34]([CH3:37])([CH3:36])[CH3:35]>CC(C)=O>[CH3:1][N:2]([O:24][CH2:32][C:33]([C:34]([CH3:37])([CH3:36])[CH3:35])=[O:38])[C:3]1[CH:8]=[C:7]([O:9][C:10]2[CH:15]=[CH:14][C:13]([C:16]([F:17])([F:19])[F:18])=[CH:12][C:11]=2[Cl:20])[CH:6]=[CH:5][C:4]=1[N+:21]([O-:23])=[O:22] |f:1.2.3|. Procedure details: A mixture of N-methyl-N[2-nitro-5-(2-chloro-4-trifluoromethylphenoxy)phenyl]hydroxyamine (700 mg., 1.93 mm) K2CO3 (320 mg.), 1-bromo-3,3-dimethylbutan-2-one (520 mg.) and acetone (10 ml.) is refluxed for about 16 hours. Then, the mixture is filtered and filtrate concentrated. The concentrate is purified by prep. TLC using 20% ethyl acetate/hexane to give N-methyl-N-[2-nitro-5-(2-chloro-4-trifluoromethylphenoxy)phenyl]t-butylcarbonylmethoxyamine (IVA; R3 is H, n is one, and R4 is t-butyl). Starting materials: C(C)O[Si](OCC)(OCC)OCC (tetraethoxysilane), C/C(=C\C(=O)C)/O.C/C(=C\C(=O)C)/O.O=[V] (vanadyl acetyl-acetonate), V(AcAc)2, 8, Cl (HCl). The solvent is C(C)O (ethanol). Run at temperature 65 celsius, time 3 hour. Yields the product [O-2].[V+5].[O-2].[O-2].[O-2].[O-2].[V+5].[Si](=O)=O (Vanadium Oxide Silicon Dioxide). Reaction SMILES: C([O:3][Si:4](OCC)(OCC)[O:5]CC)C.C/C(/O)=C\C(C)=[O:18].C/C(/O)=C\C(C)=[O:25].[O:28]=[V:29].Cl>C(O)C>[O-2:3].[V+5:29].[O-2:18].[O-2:25].[O-2:28].[O-2:3].[V+5:29].[Si:4](=[O:5])=[O:3] |f:1.2.3,6.7.8.9.10.11.12.13|. Procedure details: 10 ml of tetraethoxysilane (TEOS), 1.2 g of vanadyl acetyl-acetonate (O═V(AcAc)2) and 8 ml of ethanol are successively dissolved into one another, and 2 ml of 8 n HCl are added under stirring. Once the gel formation has been completed, the material is heated to 65° C. at a heating rate of 0.5° C./min, is maintained at 65° C. for 3 h, is heated to 250° C. at a heating rate of 0.2° C./min, and is calcinated at this temperature for another 3 h. The adsorption/desorption isotherms show that the mate... The reactants are SCCC(=O)O (3-mercaptopropionic acid), C1(=CC=CC2=CC=CC=C12)O (1-naphthol), C1(=CC=C(C=C1)S(=O)(=O)O)C (p-toluenesulfonic acid), C1=CC=CC=2C3=CC=CC=C3C(C12)=O (9-fluorenone), ClC(C)(Cl)Cl (1,1,1-trichloroethane), ClC(C)(Cl)Cl (1,1,1-trichloroethane). Run in C(C)(C)O (isopropyl alcohol). Reaction conditions: temperature 90 celsius. Yields the product OC1=C(C=CC2=CC=CC=C12)C1(C2=CC=CC=C2C=2C=CC=CC12)C1=C(C2=CC=CC=C2C=C1)O (9.9-bis(1-hydroxy-2-naphthyl)-fluorene). Yield: 91.0%. Reaction SMILES: [C:1]1([OH:11])[C:10]2[C:5](=[CH:6][CH:7]=[CH:8][CH:9]=2)[CH:4]=[CH:3][CH:2]=1.[CH:12]1[C:24]2[C:23](=O)[C:22]3[C:17](=[CH:18][CH:19]=[CH:20][CH:21]=3)[C:16]=2[CH:15]=[CH:14][CH:13]=1.ClC(Cl)(Cl)C.[C:31]1([CH3:41])[CH:36]=[CH:35][C:34](S(O)(=O)=O)=[CH:33][CH:32]=1.S[CH2:43][CH2:44][C:45]([OH:47])=O>C(O)(C)C>[OH:11][C:1]1[C:10]2[C:5](=[CH:6][CH:7]=[CH:8][CH:9]=2)[CH:4]=[CH:3][C:2]=1[C:23]1([C:44]2[CH:43]=[CH:41][C:31]3[C:32](=[CH:33][CH:34]=[CH:35][CH:36]=3)[C:45]=2[OH:47])[C:22]2[CH:21]=[CH:20][CH:19]=[CH:18][C:17]=2[C:16]2[C:24]1=[CH:12][CH:13]=[CH:14][CH:15]=2. Procedure: BNFL was synthesized by charging 1-naphthol, 9-fluorenone, 1,1,1-trichloroethane, p-toluenesulfonic acid, and 3-mercaptopropionic acid to a stirred reactor in a molar ratio of 8:1:4:0.5:0.1 and heated to 90° C. for 2 hours under nitrogen and a reflux condenser. After 5 minutes at 90° C. crystals formed in the reaction mass. When the reaction mass went solid with crystals, more 1,1,1-trichloroethane was added and the reaction was continued. The reaction mass was cooled by the addition of a portio... The reactants are NC1=C(C=C(C(=O)OC)C=C1)C(NC(C)(C)C1=CC=CC=C1)=O (methyl 4-amino-3-[(2-phenylpropan-2-yl)carbamoyl]benzoate), C(OCC)([O-])[O-] (ethyl orthoformate), O (water). The solvent is CN(C)C=O (DMF). Reaction conditions: temperature 150 celsius, time 1 day. Product: O=C1N(C=NC2=CC=C(C=C12)C(=O)OC)C(C)(C)C1=CC=CC=C1 (methyl 4-oxo-3-(2-phenylpropan-2-yl)-3,4-dihydroquinazoline-6-carboxylate). The yield is 81.2%. As a reaction SMILES: [NH2:1][C:2]1[CH:11]=[CH:10][C:5]([C:6]([O:8][CH3:9])=[O:7])=[CH:4][C:3]=1[C:12](=[O:23])[NH:13][C:14]([C:17]1[CH:22]=[CH:21][CH:20]=[CH:19][CH:18]=1)([CH3:16])[CH3:15].[CH:24]([O-])([O-])OCC.O>CN(C=O)C>[O:23]=[C:12]1[C:3]2[C:2](=[CH:11][CH:10]=[C:5]([C:6]([O:8][CH3:9])=[O:7])[CH:4]=2)[N:1]=[CH:24][N:13]1[C:14]([C:17]1[CH:18]=[CH:19][CH:20]=[CH:21][CH:22]=1)([CH3:16])[CH3:15]. Reported procedure: To a solution of methyl 4-amino-3-[(2-phenylpropan-2-yl)carbamoyl]benzoate (0.13 g, 0.42 mmol) in DMF (2.5 mL) was added ethyl orthoformate (3.0 mL, 18 mmol) followed by one scoop of 3 Å molecular sieves. The reaction mixture was heated to 150° C. and stirred for 1 d. The mixture was cooled to rt, water was added and the mixture was extracted with EtOAc (2×). The combined organic phases were then washed with water, and brine, dried over anhydrous Na2SO4, filtered and concentrated. The residue wa...